From a dataset of the Open Reaction Database (ORD), a public repository of structured organic reaction records. describe an organic reaction: reactants, conditions, products, and yield Procedure details: In a 50-mL vial with a screw-top septum 2-(4-(4-cyano-3-(trifluoromethyl) phenoxy)phenyl)-6-vinylpyrimidine-4-carboxylic acid (340 mg, 0.83 mmol) was dissolved in DMF (5 mL) and treated with potassium carbonate (343.6 mg, 2.49 mmol) and iodomethane (0.5 mL). The mixture was stirred at room temperature for three hours, diluted with 100 mL water, and extracted with 2×50 mL diethyl ether. The combined organic layers were dried over sodium sulfate and concentrated under reduced pressure to provide m... Reaction conditions: time 3 hour. Run in O (water), CN(C)C=O (DMF). The product is C(#N)C1=C(C=C(OC2=CC=C(C=C2)C2=NC(=CC(=N2)C(=O)OC)C=C)C=C1)C(F)(F)F (methyl 2-(4-(4-cyano-3-(trifluoromethyl) phenoxy)phenyl)-6-vinylpyrimidine-4-carboxylate). Reactants: C([O-])([O-])=O.[K+].[K+] (potassium carbonate), IC (iodomethane), C(#N)C1=C(C=C(OC2=CC=C(C=C2)C2=NC(=CC(=N2)C(=O)O)C=C)C=C1)C(F)(F)F (2-(4-(4-cyano-3-(trifluoromethyl) phenoxy)phenyl)-6-vinylpyrimidine-4-carboxylic acid). RXN SMILES: [C:1]([C:3]1[CH:26]=[CH:25][C:6]([O:7][C:8]2[CH:13]=[CH:12][C:11]([C:14]3[N:19]=[C:18]([C:20]([OH:22])=[O:21])[CH:17]=[C:16]([CH:23]=[CH2:24])[N:15]=3)=[CH:10][CH:9]=2)=[CH:5][C:4]=1[C:27]([F:30])([F:29])[F:28])#[N:2].[C:31](=O)([O-])[O-].[K+].[K+].IC>CN(C=O)C.O>[C:1]([C:3]1[CH:26]=[CH:25][C:6]([O:7][C:8]2[CH:13]=[CH:12][C:11]([C:14]3[N:19]=[C:18]([C:20]([O:22][CH3:31])=[O:21])[CH:17]=[C:16]([CH:23]=[CH2:24])[N:15]=3)=[CH:10][CH:9]=2)=[CH:5][C:4]=1[C:27]([F:30])([F:29])[F:28])#[N:2] |f:1.2.3|.